This data is from the Open Reaction Database (ORD), a public repository of structured organic reaction records. The task is: describe an organic reaction: reactants, conditions, products, and yield The reactants are C(CCCCCC)Br (n-heptyl bromide), ClC1=C(C=C(C=C1)OCC1CC[SiH](CC1)Cl)F (4-(4-chloro-3-fluorophenyloxymethyl)-1-chloro-1-silacyclohexane). As a reaction SMILES: [CH2:1](Br)[CH2:2][CH2:3][CH2:4][CH2:5][CH2:6][CH3:7].[Cl:9][C:10]1[CH:15]=[CH:14][C:13]([O:16][CH2:17][CH:18]2[CH2:23][CH2:22][SiH:21](Cl)[CH2:20][CH2:19]2)=[CH:12][C:11]=1[F:25]>>[Cl:9][C:10]1[CH:15]=[CH:14][C:13]([O:16][CH2:17][C@H:18]2[CH2:23][CH2:22][Si@H:21]([CH2:1][CH2:2][CH2:3][CH2:4][CH2:5][CH2:6][CH3:7])[CH2:20][CH2:19]2)=[CH:12][C:11]=1[F:25]. Product: ClC1=C(C=C(C=C1)OC[C@@H]1CC[Si@H](CC1)CCCCCCC)F (trans-4-(4-chloro-3-fluorophenyloxymethyl)-1-n-heptyl-1-silacyclohexane). Reported procedure: The general procedure of Example 1 was repeated using n-heptyl bromide and 4-(4-chloro-3-fluorophenyloxymethyl)-1-chloro-1-silacyclohexane, thereby obtaining the intended product. The reactants are FC(C(=O)O)(F)F (trifluoroacetic acid), C(C)(=O)C=1C2CCC(CC1C)N2C(=O)OC(C)(C)C (2-acetyl-3-methyl-8-(tert-butoxycarbonyl)-8-azabicyclo[3.2.1]oct-2-en). Product: C(C)(=O)C=1C2CCC(CC1C)N2 (2-acetyl-3-methyl-8-azabicyclo[3.2.1]oct-2-ene). Reaction SMILES: FC(F)(F)C(O)=O.[C:8]([C:11]1[CH:12]2[N:19](C(OC(C)(C)C)=O)[CH:15]([CH2:16][C:17]=1[CH3:18])[CH2:14][CH2:13]2)(=[O:10])[CH3:9]>>[C:8]([C:11]1[CH:12]2[NH:19][CH:15]([CH2:16][C:17]=1[CH3:18])[CH2:14][CH2:13]2)(=[O:10])[CH3:9]. Procedure details: A solution of trifluoroacetic acid (18.8 mmol, 2.14 ml) and 2-acetyl-3-methyl-8-(tert-butoxycarbonyl)-8-azabicyclo[3.2.1]oct-2-en (0.49 g, 1.88 mmol) was stirred at room temperature for about 0.5 hour. The solution was concentrated under reduced pressure. Hexane was added to the resulting residue, the resulting solution was concentrated under reduced pressure, and the process was repeated a second time to remove any residual trifluoroacetic acid. A concentrated solution of sodium carbonate was a... Reactants: C1(O)=CC=C(O)C=C1 (hydroquinone), [OH-].[K+] (KOH), BrCCCCBr (1,4-dibromobutane), [OH-].[K+] (KOH), [OH-].[K+] (KOH). Run in O (water), O (water). Conditions: time 8 hour. Yields the product OC1=CC=C(OCCCCOC2=CC=C(C=C2)O)C=C1 (1,4-BIS(4-HYDROXYPHENOXY)BUTANE). Yield: 46.0%. RXN SMILES: [C:1]1([CH:8]=[CH:7][C:5]([OH:6])=[CH:4][CH:3]=1)[OH:2].Br[CH2:10][CH2:11][CH2:12][CH2:13]Br.[OH-:15].[K+]>O>[OH:2][C:1]1[CH:8]=[CH:7][C:5]([O:6][CH2:10][CH2:11][CH2:12][CH2:13][O:15][C:5]2[CH:7]=[CH:8][C:1]([OH:2])=[CH:3][CH:4]=2)=[CH:4][CH:3]=1 |f:2.3|. Procedure: A five neck five liter round bottom flask equipped with a mechanical stirrer, two condensers, and a dropping funnel is purged with nitrogen then charged under a nitrogen blanket with 1.25 kg (11.36 moles) hydroquinone, 350 grams deionized water, and 231.25 grams (1.07 moles) 1,4-dibromobutane. The reaction mass becomes a stirable slurry as it is slowly heated to reflux under a slow nitrogen purge. A solution of 180 grams (2.7 moles) 85% KOH pellets in 180 grams water is added dropwise under a ni... Reactants: CCc1c(NCC(C(=O)[O-])N(c2ccccn2)C(C)(C)C)ncnc1N1CCC(c2ccc3c(n2)NCCC3)CC1, Cc1ccccc1, ClCCl, O=C(O)C(F)(F)F. RXN SMILES: [CH3:1][C:2]([CH3:3])([CH3:4])[N:5]([CH:6]([CH2:7][NH:8][c:9]1[n:10][cH:11][n:12][c:13]([N:17]2[CH2:18][CH2:19][CH:20]([c:23]3[cH:24][cH:25][c:26]4[c:31]([n:32]3)[NH:30][CH2:29][CH2:28][CH2:27]4)[CH2:21][CH2:22]2)[c:14]1[CH2:15][CH3:16])[C:33](=[O:34])[O-:35])[c:36]1[n:37][cH:38][cH:39][cH:40][cH:41]1.[CH3:49][c:50]1[cH:51][cH:52][cH:53][cH:54][cH:55]1.[Cl:56][CH2:57][Cl:58].[OH:42][C:43]([C:44]([F:45])([F:46])[F:47])=[O:48]>>[NH:5]([CH:6]([CH2:7][NH:8][c:9]1[n:10][cH:11][n:12][c:13]([N:17]2[CH2:18][CH2:19][CH:20]([c:23]3[cH:24][cH:25][c:26]4[c:31]([n:32]3)[NH:30][CH2:29][CH2:28][CH2:27]4)[CH2:21][CH2:22]2)[c:14]1[CH2:15][CH3:16])[C:33](=[O:34])[OH:35])[c:36]1[n:37][cH:38][cH:39][cH:40][cH:41]1. Yields the product CCc1c(NCC(Nc2ccccn2)C(=O)O)ncnc1N1CCC(c2ccc3c(n2)NCCC3)CC1. Starting materials: ClC1=C(C=C(C(=O)Cl)C=C1)S(N)(=O)=O (4-chloro-3-sulfamoylbenzoyl chloride), CC=1C2=C(SC1)C=CC=C2 (3-methylbenzo[b]thiophene), [Cl-].[Al+3].[Cl-].[Cl-] (aluminum chloride). Run in ClC1=CC=CC=C1 (chlorobenzene). Yields the product ClC1=C(C=C(C(=O)C2=C(C3=C(S2)C=CC=C3)C)C=C1)S(N)(=O)=O (2-(4-Chloro-3-sulfamoylbenzoyl)-3-methyl-benzo[b]thiophene). Reaction SMILES: [Cl:1][C:2]1[CH:10]=[CH:9][C:5]([C:6](Cl)=[O:7])=[CH:4][C:3]=1[S:11](=[O:14])(=[O:13])[NH2:12].[CH3:15][C:16]1[C:17]2[CH:24]=[CH:23][CH:22]=[CH:21][C:18]=2[S:19][CH:20]=1.[Cl-].[Al+3].[Cl-].[Cl-]>ClC1C=CC=CC=1>[Cl:1][C:2]1[CH:10]=[CH:9][C:5]([C:6]([C:20]2[S:19][C:18]3[CH:21]=[CH:22][CH:23]=[CH:24][C:17]=3[C:16]=2[CH3:15])=[O:7])=[CH:4][C:3]=1[S:11](=[O:14])(=[O:13])[NH2:12] |f:2.3.4.5|. Procedure: is obtained as described in Example 1 from 2.5 g 4-chloro-3-sulfamoylbenzoyl chloride, 1.6 g 3-methylbenzo[b]thiophene and 3 g aluminum chloride in 50 ml chlorobenzene. Colorless crystals, m.p. 210° C. The reactants are BrC1=C(C=CC(=C1)F)O (2-bromo-4-fluoro-phenol), C(=O)([O-])[O-].[K+].[K+] (K2CO3), ClCC(C)=O (chloroacetone). The solvent is CN(C)C=O (DMF). Reaction conditions: time 8 hour. The product is BrC1=C(OCC(C)=O)C=CC(=C1)F (1-(2-Bromo-4-fluoro-phenoxy)propan-2-one). The yield is 62.1%. As a reaction SMILES: [Br:1][C:2]1[CH:7]=[C:6]([F:8])[CH:5]=[CH:4][C:3]=1[OH:9].C([O-])([O-])=O.[K+].[K+].Cl[CH2:17][C:18](=[O:20])[CH3:19]>CN(C=O)C>[Br:1][C:2]1[CH:7]=[C:6]([F:8])[CH:5]=[CH:4][C:3]=1[O:9][CH2:17][C:18](=[O:20])[CH3:19] |f:1.2.3|. Reported procedure: Cool a suspension of 2-bromo-4-fluoro-phenol (1 g, 4.89 mmol) and K2CO3 (1.8 g, 13.2 mmol) in DMF (10 mL) to 0° C. in an ice bath under nitrogen. Add chloroacetone (678 mg, 7.33 mmol) during a period of 30 min. Stir the mixture at RT overnight. Add water and extract with ethyl acetate. Wash the solution with aqueous saturated sodium chloride. Dry over sodium sulfate. Concentrate the solution in vacuo. Purify by column chromatography (hexane to 10% ethyl acetate in hexane) to give the title compo...